Dataset: the Open Reaction Database (ORD), a public repository of structured organic reaction records. Task: describe an organic reaction: reactants, conditions, products, and yield Reactants: C1=C(C=CC2=CC=CC=C12)C1=CC(=C2C=CC3=C(C=CC4=CC=C1C2=C34)C3=CC4=CC=CC=C4C=C3)C3=CC=CC=C3 (1,6-dinaphthalene-2-yl-3-phenylpyrene), C1CC(=O)N(C1=O)Br (NBS), O (water). The solvent is CN(C)C=O (DMF), CN(C)C=O (DMF). Yields the product BrC1=CC(=C2C=CC3=C(C=C(C4=CC=C1C2=C34)C3=CC4=CC=CC=C4C=C3)C3=CC=CC=C3)C3=CC4=CC=CC=C4C=C3 (1-bromo-3,8-dinaphthalene-2-yl-6-phenylpyrene). As a reaction SMILES: [CH:1]1[C:10]2[C:5](=[CH:6][CH:7]=[CH:8][CH:9]=2)[CH:4]=[CH:3][C:2]=1[C:11]1[C:24]2[C:25]3=[C:26]4[C:21](=[CH:22][CH:23]=2)[CH:20]=[CH:19][C:18]([C:27]2[CH:36]=[CH:35][C:34]5[C:29](=[CH:30][CH:31]=[CH:32][CH:33]=5)[CH:28]=2)=[C:17]4[CH:16]=[CH:15][C:14]3=[C:13]([C:37]2[CH:42]=[CH:41][CH:40]=[CH:39][CH:38]=2)[CH:12]=1.C1C(=O)N([Br:50])C(=O)C1.O>CN(C=O)C>[Br:50][C:20]1[C:21]2[C:26]3=[C:25]4[C:24](=[CH:23][CH:22]=2)[C:11]([C:2]2[CH:3]=[CH:4][C:5]5[C:10](=[CH:9][CH:8]=[CH:7][CH:6]=5)[CH:1]=2)=[CH:12][C:13]([C:37]2[CH:38]=[CH:39][CH:40]=[CH:41][CH:42]=2)=[C:14]4[CH:15]=[CH:16][C:17]3=[C:18]([C:27]2[CH:36]=[CH:35][C:34]3[C:29](=[CH:30][CH:31]=[CH:32][CH:33]=3)[CH:28]=2)[CH:19]=1. Reported procedure: 5.4 g of 1,6-dinaphthalene-2-yl-3-phenylpyrene was dispersed into 60 ml of DMF, and 1.9 g NBS in DMF solution was dropped therein at room temperature. After 3 days reaction, 150 ml of water was added to it and the deposited crystal was filtrated, followed by water and ethanol washing of the crystal. The reactants are BrCCc1ccccc1, O=C([O-])[O-], CC#N, [K+], [K+], COC(=O)c1ccc(Cc2nc3ccccc3[nH]2)cc1. Product: COC(=O)c1ccc(Cc2nc3ccccc3n2CCc2ccccc2)cc1. As a reaction SMILES: [Br:21][CH2:22][CH2:23][c:24]1[cH:25][cH:26][cH:27][cH:28][cH:29]1.[C:30](=[O:31])([O-:32])[O-:33].[CH3:36][C:37]#[N:38].[K+:34].[K+:35].[nH:1]1[c:2]([CH2:10][c:11]2[cH:12][cH:13][c:14]([C:15](=[O:16])[O:17][CH3:18])[cH:19][cH:20]2)[n:3][c:4]2[c:5]1[cH:6][cH:7][cH:8][cH:9]2>>[n:1]1[c:2]([CH2:10][c:11]2[cH:12][cH:13][c:14]([C:15](=[O:16])[O:17][CH3:18])[cH:19][cH:20]2)[n:3]([CH2:22][CH2:23][c:24]2[cH:25][cH:26][cH:27][cH:28][cH:29]2)[c:4]2[c:5]1[cH:6][cH:7][cH:8][cH:9]2. Starting materials: C(=O)(OC(C)(C)C)N1CCCC1 (N-Boc-pyrrolidine), C1CCN2C[C@@H]3C[C@H]([C@H]2C1)CN4[C@H]3CCCC4 ((−)-sparteine), C(C)(CC)[Li] (sec-butyl lithium), BrC1=CC=C(S1)C(=O)OC (Methyl 5-bromothiophene-2-carboxylate), F[B-](F)(F)F.C(C)(C)(C)P(C(C)(C)C)C(C)(C)C (tri-tert-butylphosphine tetrafluoroborate), [OH-].[NH4+] (ammonium hydroxide). The reagents and catalysts are C(C)(=O)[O-].[Pd+2].C(C)(=O)[O-] (palladium(II) acetate), [Cl-].[Zn+2].[Cl-] (zinc chloride). The solvent is COC(C)(C)C (tert-butyl methyl ether), C1CCCCC1 (cyclohexane), CCOCC (ether). Conditions: time 3 hour. Yields the product COC(=O)C1=CC=C(S1)[C@@H]1N(CCC1)C(=O)OC(C)(C)C ((R)-tert-butyl 2-(5-methoxycarbonylthiophen-2-yl)pyrrolidine-1-carboxylate). RXN SMILES: [C:1]([N:8]1[CH2:12][CH2:11][CH2:10][CH2:9]1)([O:3][C:4]([CH3:7])([CH3:6])[CH3:5])=[O:2].C1C[C@H]2N(C[C@H]3[C@@H]4CCCCN4C[C@@H]2C3)CC1.C([Li])(CC)C.Br[C:36]1[S:40][C:39]([C:41]([O:43][CH3:44])=[O:42])=[CH:38][CH:37]=1.F[B-](F)(F)F.C(P(C(C)(C)C)C(C)(C)C)(C)(C)C.[OH-].[NH4+]>COC(C)(C)C.C1CCCCC1.CCOCC.[Cl-].[Zn+2].[Cl-].C([O-])(=O)C.[Pd+2].C([O-])(=O)C>[CH3:44][O:43][C:41]([C:39]1[S:40][C:36]([C@H:12]2[CH2:11][CH2:10][CH2:9][N:8]2[C:1]([O:3][C:4]([CH3:7])([CH3:6])[CH3:5])=[O:2])=[CH:37][CH:38]=1)=[O:42] |f:4.5,6.7,11.12.13,14.15.16|. Reported procedure: To a solution of N-Boc-pyrrolidine (3 mL) and (−)-sparteine (3.9 mL) in tert-butyl methyl ether (36 mL) at −78° C. was added 1.4M sec-butyl lithium in cyclohexane (12.21 mL). The solution was stirred for 3 hours and 1M zinc chloride in ether (10.2 mL) was added. The mixture was stirred for 30 minutes and warmed to ambient temperature for 30 minutes. Methyl 5-bromothiophene-2-carboxylate (3.15 g), tri-tert-butylphosphine tetrafluoroborate (249 mg) and palladium(II) acetate (153 mg) were added, an...